This data is from the Open Reaction Database (ORD), a public repository of structured organic reaction records. The task is: describe an organic reaction: reactants, conditions, products, and yield The reactants are C(C(C)C)C1CC(=O)OC(C1)=O (3-isobutylglutaric acid anhydride), N (ammonia). Product: C(N)(=O)CC(CC(=O)O)CC(C)C ((±)-3-(carbamoylmethyl)-5-methylhexanoic acid). As a reaction SMILES: [CH2:1]([CH:5]1[CH2:11][C:10](=[O:12])[O:9][C:7](=[O:8])[CH2:6]1)[CH:2]([CH3:4])[CH3:3].[NH3:13]>>[C:7]([CH2:6][CH:5]([CH2:1][CH:2]([CH3:4])[CH3:3])[CH2:11][C:10]([OH:9])=[O:12])(=[O:8])[NH2:13]. Procedure: In another step of the method, 3-isobutylglutaric acid anhydride is reacted with ammonia to form (±)-3-(carbamoylmethyl)-5-methylhexanoic acid. In this step, the cyclic anhydride is opened and one of the carbonyl groups is converted to an amide. (±)-3-(carbamoyl methyl)-5-methylhexanoic acid can be recrystallized from a number of solvents including ethyl acetate, water, chloroform and 2-butanone. The solvent is C(C)(=O)O (acetic acid). Procedure: Using the procedure of J. Org. Chem., Vol. 40, No. 17 (1975), p. 2525, 1-methyl-piperidone and 5-methoxy-1H-indole were condensed in refluxing acetic acid in the presence of phosphoric acid to obtain 5-methoxy-3-(1-methyl-1,2,3,6-tetrahydropyridin-4-yl)-1H-indole melting at 235° C. Reactants: CN1C(CCCC1)=O (1-methyl-piperidone), P(O)(O)(O)=O (phosphoric acid), COC=1C=C2C=CNC2=CC1 (5-methoxy-1H-indole). Product: COC=1C=C2C(=CNC2=CC1)C=1CCN(CC1)C (5-methoxy-3-(1-methyl-1,2,3,6-tetrahydropyridin-4-yl)-1H-indole). Reaction SMILES: [CH3:1][N:2]1[CH2:7][CH2:6][CH2:5][CH2:4][C:3]1=O.[CH3:9][O:10][C:11]1[CH:12]=[C:13]2[C:17](=[CH:18][CH:19]=1)[NH:16][CH:15]=[CH:14]2.P(=O)(O)(O)O>C(O)(=O)C>[CH3:9][O:10][C:11]1[CH:12]=[C:13]2[C:17](=[CH:18][CH:19]=1)[NH:16][CH:15]=[C:14]2[C:5]1[CH2:4][CH2:3][N:2]([CH3:1])[CH2:7][CH:6]=1. The reactants are C(C1=CC=CC=C1)(=O)OOC(C1=CC=CC=C1)=O (Dibenzoyl peroxide), [Br-].[Br-].O1CCOCC1 (dioxane dibromide), CC1=CC2=C(C=C1C)N(C3=NC(=O)NC(=O)C3=N2)CC(C(C(COC(=O)C)OC(=O)C)OC(=O)C)OC(=O)C (TAR). Run in O1CCOCC1 (dioxane), O1CCOCC1 (dioxane). The product is CC1=CC2=C(C=C1CO)N(C3=NC(=O)NC(=O)C3=N2)C[C@H]([C@H]([C@H](CO)O)O)O (8α-hydroxyriboflavin). Reaction SMILES: [C:1](OOC(=O)C1C=CC=CC=1)(=[O:8])C1C=CC=CC=1.[Br-].[Br-].O1CCOCC1.[CH3:27][C:28]1[C:33](C)=[CH:32][C:31]2[N:35]([CH2:45][CH:46]([O:62]C(C)=O)[CH:47]([O:58]C(C)=O)[CH:48]([O:54]C(C)=O)[CH2:49][O:50]C(C)=O)[C:36]3[C:43](=[N:44][C:30]=2[CH:29]=1)[C:41](=[O:42])[NH:40][C:38](=[O:39])[N:37]=3>O1CCOCC1>[CH3:27][C:28]1[C:33]([CH2:1][OH:8])=[CH:32][C:31]2[N:35]([CH2:45][C@@H:46]([OH:62])[C@@H:47]([OH:58])[C@@H:48]([OH:54])[CH2:49][OH:50])[C:36]3[C:43](=[N:44][C:30]=2[CH:29]=1)[C:41](=[O:42])[NH:40][C:38](=[O:39])[N:37]=3 |f:1.2.3|. Procedure details: Synthesis of 8α-hydroxyriboflavin was carried out by the method of McCormick (21). Briefly, riboflavin was added to a solution of acetic acid: acetic anhydride (1:1) and the yellow solution was stirred at room temperature for 24 hours. Tetra-acetylriboflavin (TAR) was extracted from the aqueous reaction mixture with CHCl3, followed by extraction with water and evaporation to give a yellow residue of essentially pure TAR. Dibenzoyl peroxide and dioxane dibromide in dioxane were added to a solutio... The reactants are O=C(O)c1ccc(F)c(Br)c1, O=C(Cl)C(=O)Cl, ClCCl, CN(C)C=O. Product: O=C(Cl)c1ccc(F)c(Br)c1. RXN SMILES: [Br:1][c:2]1[cH:3][c:4]([C:5](=[O:6])[OH:7])[cH:8][cH:9][c:10]1[F:11].[Cl:12][C:13]([C:14]([Cl:15])=[O:16])=[O:17].[Cl:23][CH2:24][Cl:25].[O:18]=[CH:19][N:20]([CH3:21])[CH3:22]>>[Br:1][c:2]1[cH:3][c:4]([C:5](=[O:6])[Cl:12])[cH:8][cH:9][c:10]1[F:11]. The reactants are NC1=C(C=C(C=C1)Br)/C=C/C(=O)OCC ((E)-ethyl 3-(2-amino-5-bromophenyl)acrylate), O1CCOCC1 (1,4-Dioxane), CCN(C(C)C)C(C)C (DIPEA), C(C1=CC=CC=C1)S (benzyl mercaptan). The reagents and catalysts are C=1C=CC(=CC1)/C=C/C(=O)/C=C/C2=CC=CC=C2.C=1C=CC(=CC1)/C=C/C(=O)/C=C/C2=CC=CC=C2.C=1C=CC(=CC1)/C=C/C(=O)/C=C/C2=CC=CC=C2.[Pd].[Pd] (tris(dibenzylideneacetone)dipalladium), CC1(C2=C(C(=CC=C2)P(C3=CC=CC=C3)C4=CC=CC=C4)OC5=C(C=CC=C51)P(C6=CC=CC=C6)C7=CC=CC=C7)C (xantphos). The solvent is O (water). Run at temperature 80 celsius. Product: NC1=C(C=C(C=C1)SCC1=CC=CC=C1)/C=C/C(=O)OCC ((E)-ethyl 3-(2-amino-5-(benzylthio)phenyl)acrylate). Isolated yield 122.4%. Reaction SMILES: [NH2:1][C:2]1[CH:7]=[CH:6][C:5](Br)=[CH:4][C:3]=1/[CH:9]=[CH:10]/[C:11]([O:13][CH2:14][CH3:15])=[O:12].O1CCOCC1.CCN(C(C)C)C(C)C.[CH2:31]([SH:38])[C:32]1[CH:37]=[CH:36][CH:35]=[CH:34][CH:33]=1>O.C1C=CC(/C=C/C(/C=C/C2C=CC=CC=2)=O)=CC=1.C1C=CC(/C=C/C(/C=C/C2C=CC=CC=2)=O)=CC=1.C1C=CC(/C=C/C(/C=C/C2C=CC=CC=2)=O)=CC=1.[Pd].[Pd].CC1(C)C2C(=C(P(C3C=CC=CC=3)C3C=CC=CC=3)C=CC=2)OC2C(P(C3C=CC=CC=3)C3C=CC=CC=3)=CC=CC1=2>[NH2:1][C:2]1[CH:7]=[CH:6][C:5]([S:38][CH2:31][C:32]2[CH:37]=[CH:36][CH:35]=[CH:34][CH:33]=2)=[CH:4][C:3]=1/[CH:9]=[CH:10]/[C:11]([O:13][CH2:14][CH3:15])=[O:12] |f:5.6.7.8.9|. Procedure details: A screw cap vial was charged with (E)-ethyl 3-(2-amino-5-bromophenyl)acrylate (0.820 g, 2.086 mmol), xantphos (0.092 g, 0.159 mmol), tris(dibenzylideneacetone)dipalladium (0.073 g, 0.080 mmol), 1,4-Dioxane (3.18 ml), and DIPEA (1.108 ml, 6.37 mmol). The vial was purged with Argon, sealed and heated to 80° C. for 10 minutes. The reaction was cooled to RT and benzyl mercaptan (0.395 ml, 3.34 mmol) was added and the reaction was continued heating at 80° C. for an additional 30 minutes. The reaction... Starting materials: CCOP(=O)(CC#N)OCC, C1CCOC1, CC(C)(C)[O-], Cc1cc(C=O)cc(Oc2[nH]c(=O)[nH]c(=O)c2C(C)C)c1, [K+]. Product: Cc1cc(C=CC#N)cc(Oc2[nH]c(=O)[nH]c(=O)c2C(C)C)c1. RXN SMILES: [C:22](#[N:23])[CH2:24][P:25](=[O:26])([O:27][CH2:28][CH3:29])[O:30][CH2:31][CH3:32].[CH2:39]1[O:40][CH2:41][CH2:42][CH2:43]1.[CH3:33][C:34]([CH3:35])([O-:36])[CH3:37].[CH:1]([CH3:2])([CH3:3])[c:4]1[c:5]([O:12][c:13]2[cH:14][c:15]([CH:16]=[O:17])[cH:18][c:19]([CH3:21])[cH:20]2)[nH:6][c:7](=[O:11])[nH:8][c:9]1=[O:10].[K+:38]>>[CH:1]([CH3:2])([CH3:3])[c:4]1[c:5]([O:12][c:13]2[cH:14][c:15]([CH:16]=[CH:24][C:22]#[N:23])[cH:18][c:19]([CH3:21])[cH:20]2)[nH:6][c:7](=[O:11])[nH:8][c:9]1=[O:10]. The reactants are [BH4-], CO, COC(=O)c1ccc2c(c1)C(=O)CCC2, [Na+], C1CCOC1. The product is COC(=O)c1ccc2c(c1)C(O)CCC2. Reaction SMILES: [BH4-:16].[CH3:18][OH:19].[CH3:1][O:2][C:3](=[O:4])[c:5]1[cH:6][cH:7][c:8]2[c:13]([cH:14]1)[C:12](=[O:15])[CH2:11][CH2:10][CH2:9]2.[Na+:17].[O:20]1[CH2:21][CH2:22][CH2:23][CH2:24]1>>[CH3:1][O:2][C:3](=[O:4])[c:5]1[cH:6][cH:7][c:8]2[c:13]([cH:14]1)[CH:12]([OH:15])[CH2:11][CH2:10][CH2:9]2.